This data is from the Open Reaction Database (ORD), a public repository of structured organic reaction records. The task is: describe an organic reaction: reactants, conditions, products, and yield Starting materials: ClC1=C(C(=O)O)C=CC=C1 (2-chlorobenzoic acid), C1(CC1)CC(CN)C=1C=NC(=CC1)C(F)F (3-cyclopropyl-2-(6-(difluoromethyl)pyridin-3-yl)propan-1-amine). Yields the product ClC1=C(C(=O)NCC(CC2CC2)C=2C=NC(=CC2)C(F)F)C=CC=C1 (2-chloro-N-(3-cyclopropyl-2-(6-(difluoromethyl)pyridin-3-yl)propyl)benzamide). As a reaction SMILES: [Cl:1][C:2]1[CH:10]=[CH:9][CH:8]=[CH:7][C:3]=1[C:4]([OH:6])=O.[CH:11]1([CH2:14][CH:15]([C:18]2[CH:19]=[N:20][C:21]([CH:24]([F:26])[F:25])=[CH:22][CH:23]=2)[CH2:16][NH2:17])[CH2:13][CH2:12]1>>[Cl:1][C:2]1[CH:10]=[CH:9][CH:8]=[CH:7][C:3]=1[C:4]([NH:17][CH2:16][CH:15]([C:18]1[CH:19]=[N:20][C:21]([CH:24]([F:26])[F:25])=[CH:22][CH:23]=1)[CH2:14][CH:11]1[CH2:12][CH2:13]1)=[O:6]. Procedure details: From 2-chlorobenzoic acid and 3-cyclopropyl-2-(6-(difluoromethyl)pyridin-3-yl)propan-1-amine. LCMS (MH+): m/z=365.1, tR (minutes, Method F)=2.97 The reactants are [Br-], OCCCBr, CCCC[N+](CCCC)(CCCC)CCCC, Cc1ccccc1, Oc1ccc(OCC=C(Cl)Cl)cc1, [Na+], [OH-], O, O=S(=O)(O)O. Yields the product OCCCOc1ccc(OCC=C(Cl)Cl)cc1. Reaction SMILES: [Br-:26].[Br:1][CH2:2][CH2:3][CH2:4][OH:5].[CH2:27]([N+:28]([CH2:29][CH2:30][CH2:31][CH3:32])([CH2:33][CH2:34][CH2:35][CH3:36])[CH2:37][CH2:38][CH2:39][CH3:40])[CH2:41][CH2:42][CH3:43].[CH3:44][c:45]1[cH:46][cH:47][cH:48][cH:49][cH:50]1.[Cl:6][C:7](=[CH:8][CH2:9][O:10][c:11]1[cH:12][cH:13][c:14]([OH:17])[cH:15][cH:16]1)[Cl:18].[Na+:20].[OH-:19].[OH2:51].[S:21](=[O:22])(=[O:23])([OH:24])[OH:25]>>[CH2:2]([CH2:3][CH2:4][OH:5])[O:17][c:14]1[cH:13][cH:12][c:11]([O:10][CH2:9][CH:8]=[C:7]([Cl:6])[Cl:18])[cH:16][cH:15]1.